Dataset: the Open Reaction Database (ORD), a public repository of structured organic reaction records. Task: describe an organic reaction: reactants, conditions, products, and yield Reactants: CCOC(C)=O, CS(C)=O, CC(CCCO)(c1ccc(OCc2ccc3ccccc3n2)cc1)c1ccc(OCc2ccc3ccccc3n2)cc1. Yields the product CC(CCC=O)(c1ccc(OCc2ccc3ccccc3n2)cc1)c1ccc(OCc2ccc3ccccc3n2)cc1. As a reaction SMILES: [CH3:43][CH2:44][O:45][C:46](=[O:47])[CH3:48].[CH3:49][S:50]([CH3:51])=[O:52].[n:1]1[c:2]([CH2:11][O:12][c:13]2[cH:14][cH:15][c:16]([C:19]([CH2:20][CH2:21][CH2:22][OH:23])([CH3:24])[c:25]3[cH:26][cH:27][c:28]([O:31][CH2:32][c:33]4[n:34][c:35]5[cH:36][cH:37][cH:38][cH:39][c:40]5[cH:41][cH:42]4)[cH:29][cH:30]3)[cH:17][cH:18]2)[cH:3][cH:4][c:5]2[cH:6][cH:7][cH:8][cH:9][c:10]12>>[n:1]1[c:2]([CH2:11][O:12][c:13]2[cH:14][cH:15][c:16]([C:19]([CH2:20][CH2:21][CH:22]=[O:23])([CH3:24])[c:25]3[cH:26][cH:27][c:28]([O:31][CH2:32][c:33]4[n:34][c:35]5[cH:36][cH:37][cH:38][cH:39][c:40]5[cH:41][cH:42]4)[cH:29][cH:30]3)[cH:17][cH:18]2)[cH:3][cH:4][c:5]2[cH:6][cH:7][cH:8][cH:9][c:10]12.